This data is from the Open Reaction Database (ORD), a public repository of structured organic reaction records. The task is: describe an organic reaction: reactants, conditions, products, and yield The reactants are FC(C1=NC2=C(N1)C=CC(=C2)C=O)(F)F (2-Trifluoromethyl-1H-benzimidazole-5-carboxaldehyde), C([O-])([O-])=O.[NH4+].[NH4+] (ammonium carbonate), [Na] (sodium), C(C)O.O (ethanol water). Product: FC(C1=NC2=C(N1)C=CC(=C2)C2C(NC(N2)=O)=O)(F)F (5-(2-Trifluoromethyl-1H-benzimidazol-5-yl)-2,4-imidazolidinedione). Reaction SMILES: [F:1][C:2]([F:15])([F:14])[C:3]1[NH:7][C:6]2[CH:8]=[CH:9][C:10]([CH:12]=O)=[CH:11][C:5]=2[N:4]=1.[C:16](=[O:19])([O-])[O-].[NH4+:20].[NH4+:21].[Na].[CH2:23]([OH:25])C.O>>[F:1][C:2]([F:15])([F:14])[C:3]1[NH:7][C:6]2[CH:8]=[CH:9][C:10]([CH:12]3[NH:21][C:23](=[O:25])[NH:20][C:16]3=[O:19])=[CH:11][C:5]=2[N:4]=1 |f:1.2.3,5.6,^1:21|. Reported procedure: 29.2 g (0.136 mol) of 14d in ethanol/water are reacted with 55 g (0.573 mol) of ammonium carbonate and 10.4 g (0.212 mol) of sodium cynanide in analogy to Example 1c. After removal of ethanol by distillation, the solution is acidified with 2N HCl to pH 2 at 0° C., then the pH is returned to 4.5 and the solution is extracted several times with ethyl acetate. The combined ethyl acetate phases are washed with sodium chloride solution, dried and evaporated.